From a dataset of the Open Reaction Database (ORD), a public repository of structured organic reaction records. describe an organic reaction: reactants, conditions, products, and yield Reactants: BrC1=CC=C2C(N3C(=NC2=C1)CCCCC3)=O (3-bromo-7,8,9,10-tetrahydroazepino[2,1-b]quinazolin-12(6H)-one), C(=O)([O-])[O-].[Cs+].[Cs+] (Cs2CO3), C1=CC=C(C=C1)P(C2=CC=CC=C2)C3=CC=CC=C3 (PPh3), C=CC1=CC=CC=C1 (styrene). Reagents/catalysts: [N+](CCCC)(CCCC)(CCCC)CCCC.[Br-] (Bu4NBr), CC(=O)[O-].CC(=O)[O-].[Pd+2] (Pd(OAc)2). Solvent: CN(C)C=O (DMF). Run at temperature 120 celsius, time 2 hour. Product: C(=C\C1=CC=CC=C1)/C1=CC=C2C(N3C(=NC2=C1)CCCCC3)=O ((E)-3-styryl-7,8,9,10-tetrahydroazepino[2,1-b]quinazolin-12(6H)-one). RXN SMILES: Br[C:2]1[CH:11]=[C:10]2[C:5]([C:6](=[O:17])[N:7]3[CH2:16][CH2:15][CH2:14][CH2:13][CH2:12][C:8]3=[N:9]2)=[CH:4][CH:3]=1.C([O-])([O-])=O.[Cs+].[Cs+].C1C=CC(P(C2C=CC=CC=2)C2C=CC=CC=2)=CC=1.[CH2:43]=[CH:44][C:45]1[CH:50]=[CH:49][CH:48]=[CH:47][CH:46]=1>[N+](CCCC)(CCCC)(CCCC)CCCC.[Br-].CN(C=O)C.CC([O-])=O.CC([O-])=O.[Pd+2]>[CH:43](/[C:2]1[CH:11]=[C:10]2[C:5]([C:6](=[O:17])[N:7]3[CH2:16][CH2:15][CH2:14][CH2:13][CH2:12][C:8]3=[N:9]2)=[CH:4][CH:3]=1)=[CH:44]\[C:45]1[CH:50]=[CH:49][CH:48]=[CH:47][CH:46]=1 |f:1.2.3,6.7,9.10.11|. Procedure: A mixture of 3-bromo-7,8,9,10-tetrahydroazepino[2,1-b]quinazolin-12(6H)-one (100 mg, 0.34 mmol), Cs2CO3 (132.6 mg, 0.85 mmol), Pd(OAc)2 (30.6 mg, 0.14 mmol), PPh3 (103 mg, 0.34 mmol), Bu4NBr (109.5 mg, 0.34 mmol), and styrene (88.7 mg, 0.85 mmol) in DMF (6 mL) in a sealed tube was stirred at 120° C. for two hours. After it was cooled to room temperature, the reaction mixture was quenched with water (20 mL) and extracted with ethyl acetate (3×20 mL). The combined organic layers were dried over Na... Reactants: C(CC)C1C(NC1SC1=CC=C(C=C1)[N+](=O)[O-])=O (3-n-propyl-4-p-nitrophenylthioazetidin-2-one), C=O (paraformaldehyde), C([O-])([O-])=O.[Cs+].[Cs+] (cesium carbonate), C(C)(=O)OC(C)=O (acetic anhydride). Run in O1CCCC1 (tetrahydrofuran), N1=CC=CC=C1 (pyridine). Product: C(C)(=O)OCN1C(C(C1SC1=CC=C(C=C1)[N+](=O)[O-])CCC)=O (1-Acetoxymethyl-4-p-nitrophenylthio-3-n-propylazetidin-2-one). As a reaction SMILES: [CH2:1]([CH:4]1[CH:7]([S:8][C:9]2[CH:14]=[CH:13][C:12]([N+:15]([O-:17])=[O:16])=[CH:11][CH:10]=2)[NH:6][C:5]1=[O:18])[CH2:2][CH3:3].C=O.C(=O)([O-])[O-].[Cs+].[Cs+].[C:27]([O:30][C:31](=O)C)(=[O:29])[CH3:28]>O1CCCC1.N1C=CC=CC=1>[C:27]([O:30][CH2:31][N:6]1[CH:7]([S:8][C:9]2[CH:14]=[CH:13][C:12]([N+:15]([O-:17])=[O:16])=[CH:11][CH:10]=2)[CH:4]([CH2:1][CH2:2][CH3:3])[C:5]1=[O:18])(=[O:29])[CH3:28] |f:2.3.4|. Reported procedure: A mixture of 273 mg (0.94 mmole) azetidinone from Step A, 26.3 mg paraformaldehyde and 178 mg (0.56 mmole) cesium carbonate was stirred in 20 ml dry tetrahydrofuran at ambient temperature 16.5 hours under nitrogen. A mixture of 430 μl pyridine and 2.56 ml acetic anhydride was added to the reaction mixture and the stirring continued 5 more hours. The solvents were removed in vacuo to give 604 mg crude product which was chromatographed on a silica gel flash column in hexane-ethyl acetate 3/1. This... The reactants are C(C1=CC=CC=C1)OC[C@@H]1O[C@@H](C(NC1)=O)CC ((2R,6R)-6-((benzyloxy)methyl)-2-ethylmorpholin-3-one), [AlH4-].[Li+] (lithium tetrahydroaluminate), [OH-].[Na+] (sodium hydroxide). The solvent is C1CCOC1 (THF), C1CCOC1 (THF), O (water), O (water). Run at time 2.5 hour. The product is C(C1=CC=CC=C1)OC[C@H]1CNC[C@H](O1)CC ((2R,6R)-2-((benzyloxy)methyl)-6-ethylmorpholine). The yield is 14.7%. Reaction SMILES: [CH2:1]([O:8][CH2:9][C@H:10]1[CH2:15][NH:14][C:13](=O)[C@@H:12]([CH2:17][CH3:18])[O:11]1)[C:2]1[CH:7]=[CH:6][CH:5]=[CH:4][CH:3]=1.[AlH4-].[Li+].[OH-].[Na+]>C1COCC1.O>[CH2:1]([O:8][CH2:9][C@@H:10]1[O:11][C@H:12]([CH2:17][CH3:18])[CH2:13][NH:14][CH2:15]1)[C:2]1[CH:3]=[CH:4][CH:5]=[CH:6][CH:7]=1 |f:1.2,3.4|. Reported procedure: To a stirred solution of (2R,6R)-6-((benzyloxy)methyl)-2-ethylmorpholin-3-one (362.2 mg, 1.453 mmol) in THF (2 mL) was added 1 M lithium tetrahydroaluminate in THF (2 mL, 2 mmol) dropwise at rt over a 2-min period. The reaction was stirred at rt for 2.5 h after which time it was cooled to 0° C. followed by a dropwise addition of water (0.6 mL) and then 1 M sodium hydroxide in water (0.04 mL). The quenched reaction was warmed to rt, stirred until a granular solid was formed and filtered over a Ce... Starting materials: O=S1(N(CCC1)[C@H](C(=O)OC(C)(C)C)CC(C)C)=O (tert-Butyl(2S)-2-(1,1-dioxidoisothiazolidin-2-yl)-4-methylpentanoate), Cl (HCl). Conditions: time 24 hour. Product: O=S1(N(CCC1)[C@H](C(=O)O)CC(C)C)=O ((2S)-2-(1,1-dioxidoisothiazolidin-2-yl)-4-methylpentanoic acid). As a reaction SMILES: [O:1]=[S:2]1(=[O:19])[CH2:6][CH2:5][CH2:4][N:3]1[C@@H:7]([CH2:15][CH:16]([CH3:18])[CH3:17])[C:8]([O:10]C(C)(C)C)=[O:9].Cl>>[O:1]=[S:2]1(=[O:19])[CH2:6][CH2:5][CH2:4][N:3]1[C@@H:7]([CH2:15][CH:16]([CH3:17])[CH3:18])[C:8]([OH:10])=[O:9]. Procedure: tert-Butyl(2S)-2-(1,1-dioxidoisothiazolidin-2-yl)-4-methylpentanoate (0.656 g, 2.251 mmol) from Step B was combined with HCl (4 N in dioxane, 5 mL, 20.00 mmol). The reaction mixture was stirred at room temperature for 24 hours, then the solvent removed in vacuo to furnish (2S)-2-(1,1-dioxidoisothiazolidin-2-yl)-4-methylpentanoic acid: MS (DCI+) m/z 253 (M+NH4)+. The reactants are BrCC(=O)Cl (bromoacetyl chloride), TEA, C(C)NC1=C(C=C(N)C=C1)[N+](=O)[O-] (4-ethylamino-3-nitroaniline). Run in C(Cl)(Cl)Cl (CHCl3). Run at temperature 0 celsius. Yields the product C(C)(=O)NC1=CC=CC=C1 (acetanilide). Yield: 28.6%. As a reaction SMILES: [CH2:1]([NH:3][C:4]1[CH:10]=[CH:9][C:7](N)=[CH:6][C:5]=1[N+]([O-])=O)[CH3:2].BrCC(Cl)=[O:17]>C(Cl)(Cl)Cl>[C:1]([NH:3][C:4]1[CH:10]=[CH:9][CH:7]=[CH:6][CH:5]=1)(=[O:17])[CH3:2]. Reported procedure: To a 100 mL flask was added 4-ethylamino-3-nitroaniline (1.1 g, 6.3 mmol) and anhydrous CHCl3 (45 mL). The solution was cooled to 0° C. prior to the addition of bromoacetyl chloride (0.62 mL, 7.5 mmol) and TEA (1.7 mL, 13 mmol) under a nitrogen atmosphere. The reaction mixture was allowed to warm to ambient temperature over 1 h before the solvent was removed under reduced pressure. The crude material was chromatographed (SiO2, 0–40% EtOAc/Hex) to provide the intermediate acetanilide (540 mg, 1.8... Solvent: C(C)(=O)OCC (ethyl acetate), O1CCOCC1 (1,4-dioxane). Isolated yield 56.5%. Product: CN(CC(=O)N1CCC2=CC(=C(C=C12)NC1=NC(=C2C(N1)=NC=C2)NC2=CC=C(C(=C2C(=O)NC(C)C)F)F)OC)C (6-[(2-{[1-(N,N-dimethylglycyl)-5-(methyloxy)-2,3-dihydro-1H-indol-6-yl]amino}-1H-pyrrolo[2,3-d]pyrimidin-4-yl)amino]-2,3-difluoro-N-(1-methylethyl)benzamide). RXN SMILES: [CH3:1][N:2]([CH3:52])[CH2:3][C:4]([N:6]1[C:14]2[C:9](=[CH:10][C:11]([O:50][CH3:51])=[C:12]([NH:15][C:16]3[N:17]=[C:18]([NH:35][C:36]4[C:41]([C:42]([NH:44][CH:45]([CH3:47])[CH3:46])=[O:43])=[C:40]([F:48])[C:39]([F:49])=[CH:38][CH:37]=4)[C:19]4[CH:24]=[CH:23][N:22](S(C5C=CC(C)=CC=5)(=O)=O)[C:20]=4[N:21]=3)[CH:13]=2)[CH2:8][CH2:7]1)=[O:5].O.[OH-].[Na+]>O1CCOCC1.C(OCC)(=O)C>[CH3:52][N:2]([CH3:1])[CH2:3][C:4]([N:6]1[C:14]2[C:9](=[CH:10][C:11]([O:50][CH3:51])=[C:12]([NH:15][C:16]3[NH:21][C:20]4=[N:22][CH:23]=[CH:24][C:19]4=[C:18]([NH:35][C:36]4[C:41]([C:42]([NH:44][CH:45]([CH3:47])[CH3:46])=[O:43])=[C:40]([F:48])[C:39]([F:49])=[CH:38][CH:37]=4)[N:17]=3)[CH:13]=2)[CH2:8][CH2:7]1)=[O:5] |f:2.3|. Run at temperature 120 celsius. Starting materials: O (Water), [OH-].[Na+] (NaOH), CN(CC(=O)N1CCC2=CC(=C(C=C12)NC=1N=C(C2=C(N1)N(C=C2)S(=O)(=O)C2=CC=C(C=C2)C)NC2=CC=C(C(=C2C(=O)NC(C)C)F)F)OC)C (6-({2-{[1-(N,N-dimethylglycyl)-5-(methyloxy)-2,3-dihydro-1H-indol-6-yl]amino}-7-[(4-methylphenyl)sulfonyl]-7H-pyrrolo[2,3-d]pyrimidin-4-yl}amino)-2,3-difluoro-N-(1-methylethyl)benzamide). Procedure: 6-({2-{[1-(N,N-dimethylglycyl)-5-(methyloxy)-2,3-dihydro-1H-indol-6-yl]amino}-7-[(4-methylphenyl)sulfonyl]-7H-pyrrolo[2,3-d]pyrimidin-4-yl}amino)-2,3-difluoro-N-(1-methylethyl)benzamide (101 mg, 0.138 mmol) was dissolved in 1,4-dioxane (10 mL) and transferred to a 20 ml microwave vessel. Water (3 mL) and a solution of 6M NaOH (3 ml) and was added and reaction heated in microwave at 120° C. for 10 minutes. Resulting brown solution was diluted with ethyl acetate and washed with a saturated sodium ... The reactants are COC(N=C(C(C1=C(C(=CC(=C1)OC)O)F)=NC1=CC=C(C=C1)C#N)SC)=O ([2-(4-cyanophenylimino)-2-(2-fluoro-3-hydroxy-5-methoxyphenyl)-1-methylsulfanylethylidene]carbamic acid methyl ester), FC1=C(C=O)C=C(C=C1COCCO[Si](C(C)C)(C(C)C)C(C)C)OC (2-fluoro-5-methoxy-3-(2-triisopropylsilanyloxyethoxymethyl)benzaldehyde). The product is COC(N=C(C(C1=C(C(=CC(=C1)OC)COCCO)F)=NC1=CC=C(C=C1)C#N)SC)=O ({2-(4-Cyanophenylimino)-2-[2-fluoro-3-(2-hydroxyethoxymethyl)-5-methoxyphenyl]-1-methylsulfanylethylidene}carbamic acid methyl ester). As a reaction SMILES: [CH3:1][O:2][C:3](=[O:28])[N:4]=[C:5]([S:26][CH3:27])[C:6](=[N:17][C:18]1[CH:23]=[CH:22][C:21]([C:24]#[N:25])=[CH:20][CH:19]=1)[C:7]1[CH:12]=[C:11]([O:13][CH3:14])[CH:10]=[C:9](O)[C:8]=1[F:16].FC1C([CH2:38][O:39][CH2:40][CH2:41][O:42][Si](C(C)C)(C(C)C)C(C)C)=CC(OC)=CC=1C=O>>[CH3:1][O:2][C:3](=[O:28])[N:4]=[C:5]([S:26][CH3:27])[C:6](=[N:17][C:18]1[CH:19]=[CH:20][C:21]([C:24]#[N:25])=[CH:22][CH:23]=1)[C:7]1[CH:12]=[C:11]([O:13][CH3:14])[CH:10]=[C:9]([CH2:38][O:39][CH2:40][CH2:41][OH:42])[C:8]=1[F:16]. Reported procedure: The same procedure was carried out as in Examples (163a) to (163b), except that 2-fluoro-5-methoxy-3-(2-triisopropylsilanyloxyethoxymethyl)benzaldehyde was used instead of 2-fluoro-5-methoxy-3-triisopropylsilanyloxybenzaldehyde in Example (163a), to give the title compound.